From a dataset of the Open Reaction Database (ORD), a public repository of structured organic reaction records. describe an organic reaction: reactants, conditions, products, and yield RXN SMILES: [Al+3:19].[C:22](=[S:23])=[S:24].[Cl-:18].[Cl-:20].[Cl-:21].[Cl:13][CH2:14][C:15](=[O:16])[Cl:17].[Cl:1][c:2]1[cH:3][cH:4][c:5]([CH3:12])[c:6]([NH:8][C:9]([CH3:10])=[O:11])[cH:7]1>>[Cl:1][c:2]1[c:3]([C:15]([CH2:14][Cl:13])=[O:16])[cH:4][c:5]([CH3:12])[c:6]([NH:8][C:9]([CH3:10])=[O:11])[cH:7]1. Reactants: [Al+3], S=C=S, [Cl-], [Cl-], [Cl-], O=C(Cl)CCl, CC(=O)Nc1cc(Cl)ccc1C. Yields the product CC(=O)Nc1cc(Cl)c(C(=O)CCl)cc1C. Starting materials: CC(C)(C)c1nc2cc(S(=O)(=O)Cl)ccc2n1CC1CCOCC1, C1CNC1, CN(C)c1ccncc1, CC#N. The product is CC(C)(C)c1nc2cc(S(=O)(=O)N3CCC3)ccc2n1CC1CCOCC1. Reaction SMILES: [C:1]([CH3:2])([CH3:3])([CH3:4])[c:5]1[n:6][c:7]2[c:8]([n:9]1[CH2:10][CH:11]1[CH2:12][CH2:13][O:14][CH2:15][CH2:16]1)[cH:17][cH:18][c:19]([S:21](=[O:22])(=[O:23])[Cl:24])[cH:20]2.[CH2:25]1[CH2:26][NH:27][CH2:28]1.[CH3:29][N:30]([c:31]1[cH:32][cH:33][n:34][cH:35][cH:36]1)[CH3:37].[CH3:38][C:39]#[N:40]>>[C:1]([CH3:2])([CH3:3])([CH3:4])[c:5]1[n:6][c:7]2[c:8]([n:9]1[CH2:10][CH:11]1[CH2:12][CH2:13][O:14][CH2:15][CH2:16]1)[cH:17][cH:18][c:19]([S:21](=[O:22])(=[O:23])[N:27]1[CH2:26][CH2:25][CH2:28]1)[cH:20]2. Run at time 30 minute. Yield: 93.0%. Procedure: To a suspension of 3-(4-bromophenyl)-propionic acid (3.0 g, [CAS Reg. No. 1643-30-7]) in diethyl ether (50 mL) was added lithium aluminium hydride (746 mg) in three portions. The mixture was then heated to reflux for 16 hours. The mixture was cooled to room temperature and saturated sodium sulfate solution (3 mL) was added dropwise over a period of 5 minutes. Stirring was continued for 30 minutes at RT. A white precipitation was obtained. The solid was filtered off, washed with diethyl ether and... Yields the product BrC1=CC=C(C=C1)CCCO (3-(4-Bromo-phenyl)-propan-1-ol). Run in C(C)OCC (diethyl ether). Starting materials: BrC1=CC=C(C=C1)CCC(=O)O (3-(4-bromophenyl)-propionic acid), [H-].[Al+3].[Li+].[H-].[H-].[H-] (lithium aluminium hydride), S(=O)(=O)([O-])[O-].[Na+].[Na+] (sodium sulfate). RXN SMILES: [Br:1][C:2]1[CH:7]=[CH:6][C:5]([CH2:8][CH2:9][C:10](O)=[O:11])=[CH:4][CH:3]=1.[H-].[Al+3].[Li+].[H-].[H-].[H-].S([O-])([O-])(=O)=O.[Na+].[Na+]>C(OCC)C>[Br:1][C:2]1[CH:3]=[CH:4][C:5]([CH2:8][CH2:9][CH2:10][OH:11])=[CH:6][CH:7]=1 |f:1.2.3.4.5.6,7.8.9|. Reactants: CCO, [NH4+], [NH4+], O=S(=O)([O-])[O-], C=C(C)CCC(O)CC=CC1CCC(=O)C1CCSc1nc(C(=O)OCC)cs1, O=C(O)CC(O)(CC(=O)O)C(=O)O. Product: C=C(C)CCC(O)CC=CC1CCC(=O)C1CCSc1nc(C(=O)O)cs1. RXN SMILES: [CH3:50][CH2:51][OH:52].[NH4+:30].[NH4+:31].[O-:32][S:33](=[O:34])(=[O:35])[O-:36].[OH:1][CH:2]([CH2:3][CH:4]=[CH:5][CH:6]1[CH:7]([CH2:12][CH2:13][S:14][c:15]2[s:16][cH:17][c:18]([C:20](=[O:21])[O:22][CH2:23][CH3:24])[n:19]2)[C:8](=[O:11])[CH2:9][CH2:10]1)[CH2:25][CH2:26][C:27](=[CH2:28])[CH3:29].[OH:37][C:38]([CH2:39][C:40]([C:41](=[O:42])[OH:43])([CH2:44][C:45](=[O:46])[OH:47])[OH:48])=[O:49]>>[OH:1][CH:2]([CH2:3][CH:4]=[CH:5][CH:6]1[CH:7]([CH2:12][CH2:13][S:14][c:15]2[s:16][cH:17][c:18]([C:20](=[O:21])[OH:22])[n:19]2)[C:8](=[O:11])[CH2:9][CH2:10]1)[CH2:25][CH2:26][C:27](=[CH2:28])[CH3:29]. Reactants: aqueous solution, [OH-].[Na+] (sodium hydroxide), [H-].[Al+3].[Li+].[H-].[H-].[H-] (lithium aluminum hydride), O1CCCC1 (tetrahydrofuran), O1CCCC1 (tetrahydrofuran), COC1=CC=C(C=N1)NC1=C(C(=O)OC)C=CC=N1 (methyl 2-(6-methoxy-3-pyridinyl)aminonicotinate). Run in C(C)(=O)OCC (Ethyl acetate). Reaction conditions: time 2 hour. Yields the product COC1=CC=C(C=N1)NC1=NC=CC=C1CO ((2-(6-methoxy-3-pyridinyl)amino-3-pyridinyl)methanol), product. The yield is 101.9%. Reaction SMILES: [H-].[Al+3].[Li+].[H-].[H-].[H-].O1CCCC1.[CH3:12][O:13][C:14]1[N:19]=[CH:18][C:17]([NH:20][C:21]2[N:30]=[CH:29][CH:28]=[CH:27][C:22]=2[C:23](OC)=[O:24])=[CH:16][CH:15]=1.[OH-].[Na+]>C(OCC)(=O)C>[CH3:12][O:13][C:14]1[N:19]=[CH:18][C:17]([NH:20][C:21]2[C:22]([CH2:23][OH:24])=[CH:27][CH:28]=[CH:29][N:30]=2)=[CH:16][CH:15]=1 |f:0.1.2.3.4.5,8.9|. Procedure: Under a nitrogen gas stream, 2.1 g (56 mmol) of lithium aluminum hydride was added to tetrahydrofuran (100 mL) under ice cooling, and a tetrahydrofuran (60 mL) solution of 6.8 g (28 mmol) of methyl 2-(6-methoxy-3-pyridinyl)aminonicotinate was added dropwise to the above solution. The resulting mixture was stirred for 2 hours at room temperature. Ethyl acetate was added to the reaction mixture, and 23 mL of a 10% aqueous solution of sodium hydroxide was further added thereto. Insoluble materials ...